From a dataset of the Open Reaction Database (ORD), a public repository of structured organic reaction records. describe an organic reaction: reactants, conditions, products, and yield Reactants: S(O)(O)(=O)=O (sulfuric acid), solution, C[Si]([N-][Si](C)(C)C)(C)C.[K+] (potassium hexamethyl disilazide), C1(=CC=CC=C1)C (toluene), ClC1=C(C(=CC=C1C)F)OC (2-chloro-6-fluoro-3-methylanisole), C1(=CC=CC=C1)C (toluene), isobutyric acid nitrile, O (water). Solvent: C(C)(=O)OCC (ethyl acetate), C(C)(=O)OCC (ethyl acetate). Reaction conditions: temperature 27 celsius, time 19 day. Product: ClC=1C(=C(C=CC1C)C(C#N)(C)C)OC (2-(3-Chloro-2-methoxy-4-methylphenyl)-2-methylpropanenitrile). The yield is 53.4%. As a reaction SMILES: [Cl:1][C:2]1[C:7]([CH3:8])=[CH:6][CH:5]=[C:4](F)[C:3]=1[O:10][CH3:11].C[Si](C)(C)[N-:14][Si](C)(C)C.[K+].O.S(=O)(=O)(O)O.[C:28]1([CH3:34])[CH:33]=CC=C[CH:29]=1>C(OCC)(=O)C>[Cl:1][C:2]1[C:3]([O:10][CH3:11])=[C:4]([C:28]([CH3:34])([CH3:33])[C:29]#[N:14])[CH:5]=[CH:6][C:7]=1[CH3:8] |f:1.2|. Procedure details: 17.6 g (100.8 mmol) of 2-chloro-6-fluoro-3-methylanisole is dissolved in 880 ml of toluene. After 27.8 g (403.2 mmol) of isobutyric acid nitrile is added, 302.4 ml (151.2 mmol) of a 0.5 molar solution of potassium hexamethyl disilazide in toluene is added in drops within 40 minutes (temperature increase to 27° C.). After 19 days of stirring at room temperature, the batch is mixed with 300 ml of water and 400 ml of ethyl acetate and then acidified with 10% sulfuric acid to a pH of 4. The aqueous ... Reaction conditions: temperature 45 celsius. The solvent is CO (methanol), O (Water). Procedure: A solution of sodium methoxide (65.8 g, 1.22 mol) in methanol (300 ml) was treated portionwise with diethylacetamidomalonate (132.3 g, 0.61 mol) maintaining a temperature of ca. 45° C. The mixture was then heated under reflux for 15 min. The mixture was cooled to 50° C. then treated slowly with a suspension of 2-chloromethylpyridine hydrochloride (100 g, 0.61 mol), the pink suspension was then heated under reflux for a further 6 h. Water (500 ml) was added followed by 10M sodium hydroxide (122 m... Reactants: C[O-].[Na+] (sodium methoxide), C(C)C(C(=O)NC(C(=O)[O-])C(=O)[O-])CC (diethylacetamidomalonate), [OH-].[Na+] (sodium hydroxide), Cl.ClCC1=NC=CC=C1 (2-chloromethylpyridine hydrochloride). The product is C(C)(=O)NC(CC1=NC=CC=C1)C(=O)O ((RS)-N-Acetyl-[b-(2-pyridyl)]alanine). As a reaction SMILES: C[O-].[Na+].C([CH:6](CC)[C:7]([NH:9][CH:10]([C:14]([O-])=O)[C:11]([O-:13])=[O:12])=[O:8])C.Cl.ClC[C:22]1[CH:27]=[CH:26][CH:25]=[CH:24][N:23]=1.[OH-].[Na+]>CO.O>[C:7]([NH:9][CH:10]([C:11]([OH:13])=[O:12])[CH2:14][C:22]1[CH:27]=[CH:26][CH:25]=[CH:24][N:23]=1)(=[O:8])[CH3:6] |f:0.1,3.4,5.6|. Yield: 55.1%. Reactants: CCCCN(CC)C=1C2=C(N=C(N1)C)N(C(C2C)=O)C2=C(C=C(C=C2C)C)C ((4-butyl-ethyl-amino)-2,5-dimethyl-7-(2,4,6-trimethylphenyl)-5,7-dihydro-pyrrolo[2,3-d]pyrimidin-6-one), [H-].[Al+3].[Li+].[H-].[H-].[H-] (lithium aluminum hydride). Solvent: C1CCOC1 (THF). Product: C(CCC)N(CC)C=1C2=C(N=C(N1)C)N(CC2C)C2=C(C=C(C=C2C)C)C (butyl-[2,5-dimethyl-7-(2,4,6-trimethylphenyl)-6,7-dihydro-5H-pyrrolo[2,3-d]pyrimidin-4-yl]-ethylamine). RXN SMILES: [CH3:1][CH2:2][CH2:3][CH2:4][N:5]([C:8]1[C:9]2[CH:17]([CH3:18])[C:16](=O)[N:15]([C:20]3[C:25]([CH3:26])=[CH:24][C:23]([CH3:27])=[CH:22][C:21]=3[CH3:28])[C:10]=2[N:11]=[C:12]([CH3:14])[N:13]=1)[CH2:6][CH3:7].[H-].[Al+3].[Li+].[H-].[H-].[H-]>C1COCC1>[CH2:4]([N:5]([C:8]1[C:9]2[CH:17]([CH3:18])[CH2:16][N:15]([C:20]3[C:25]([CH3:26])=[CH:24][C:23]([CH3:27])=[CH:22][C:21]=3[CH3:28])[C:10]=2[N:11]=[C:12]([CH3:14])[N:13]=1)[CH2:6][CH3:7])[CH2:3][CH2:2][CH3:1] |f:1.2.3.4.5.6|. Reported procedure: A solution of (4-butyl-ethyl-amino)-2,5-dimethyl-7-(2,4,6-trimethylphenyl)-5,7-dihydro-pyrrolo[2,3-d]pyrimidin-6-one) (111 mg, 0.292 mmol) in dry THF was treated with lithium aluminum hydride at room temperature. The resulting mixture was heated at reflux for 5 hours. After standard work-up, 97 mg of crude material as an oil was obtained. The oil was purified through a chromatotron using 10% ethyl acetate in hexane as eluent to give butyl-[2,5-dimethyl-7-(2,4,6-trimethylphenyl)-6,7-dihydro-5H-py... Reactants: [N+](=O)([O-])C=1C=C(N)C=CC1 (3-nitroaniline), NC=1C=C(C(=O)NC2=CC(=C(C=C2)F)F)C=CC1OC (3-amino-N-(3,4-difluoro-phenyl)-4-methoxy-benzamide). Product: title compound, C(C1=CC=CC=C1)(=O)N (benzamide). The yield is 43.6%. As a reaction SMILES: [N+](C1C=C(C=CC=1)N)([O-])=O.N[C:12]1[CH:13]=[C:14]([CH:26]=[CH:27][C:28]=1OC)[C:15]([NH:17]C1C=CC(F)=C(F)C=1)=[O:16]>>[C:15]([NH2:17])(=[O:16])[C:14]1[CH:26]=[CH:27][CH:28]=[CH:12][CH:13]=1. Procedure: The title compound was synthesized as in Example 1 using 3-nitroaniline (1.35 g, 9.8 mmol), CSI (0.85 L, 9.8 mmol), and 3-amino-N-(3,4-difluoro-phenyl)-4-methoxy-benzamide (0.39 g, 1.4 mmol) to give 0.074 g of benzamide, N-(3,4-difluorophenyl)-4-methoxy-3-[[[[[(3-nitrophenyl)-amino]carbonyl]-amino]sulfonyl]amino]-. Microanalysis: C21H17F2N5O7S.0.44 H2O; calculated: C=47.65; H=3.40; N=13.23. found: C=47.64; H=3.01; N=13.51. MS: M++1=522 Da.Mp 206-208° C.